describe an organic reaction: reactants, conditions, products, and yield From a dataset of the Open Reaction Database (ORD), a public repository of structured organic reaction records. The reactants are CC(C)OC(=O)CBr, C1CCOC1, CNC(=O)c1ccc2cc(C(=O)c3cn(C(c4ccccc4)(c4ccccc4)c4ccccc4)cn3)ccc2c1, CCOC(C)=O, C[Si](C)(C)Cl, Cl, [Zn]. Reaction SMILES: [Br:6][CH2:7][C:8](=[O:9])[O:10][CH:11]([CH3:12])[CH3:13].[CH2:54]1[O:55][CH2:56][CH2:57][CH2:58]1.[CH3:14][NH:15][C:16](=[O:17])[c:18]1[cH:19][c:20]2[cH:21][cH:22][c:23]([C:28](=[O:29])[c:30]3[n:31][cH:32][n:33]([C:35]([c:36]4[cH:37][cH:38][cH:39][cH:40][cH:41]4)([c:42]4[cH:43][cH:44][cH:45][cH:46][cH:47]4)[c:48]4[cH:49][cH:50][cH:51][cH:52][cH:53]4)[cH:34]3)[cH:24][c:25]2[cH:26][cH:27]1.[CH3:59][CH2:60][O:61][C:62](=[O:63])[CH3:64].[Cl:1][Si:2]([CH3:3])([CH3:4])[CH3:5].[ClH:65].[Zn:66]>>[CH2:7]([C:8](=[O:9])[O:10][CH:11]([CH3:12])[CH3:13])[C:28]([c:23]1[cH:22][cH:21][c:20]2[cH:19][c:18]([C:16]([NH:15][CH3:14])=[O:17])[cH:27][cH:26][c:25]2[cH:24]1)([OH:29])[c:30]1[n:31][cH:32][n:33]([C:35]([c:36]2[cH:37][cH:38][cH:39][cH:40][cH:41]2)([c:42]2[cH:43][cH:44][cH:45][cH:46][cH:47]2)[c:48]2[cH:49][cH:50][cH:51][cH:52][cH:53]2)[cH:34]1. Product: CNC(=O)c1ccc2cc(C(O)(CC(=O)OC(C)C)c3cn(C(c4ccccc4)(c4ccccc4)c4ccccc4)cn3)ccc2c1. Reactants: CC(=O)[O-].[K+] (KOAc), CC1(OB(OC1(C)C)C=1C=NN2C1N=CC=C2)C (3-(4,4,5,5-tetramethyl-1,3,2-dioxaborolan-2-yl)pyrazolo[1,5-a]pyrimidine), ClC1=NC=CC(=C1)N (2-chloro-4-aminopyridine). Run in O1CCOCC1 (1,4-dioxane). Run at temperature 120 celsius. Yields the product N1=CC(=C2N1C=CC=N2)C2=NC=CC(=C2)N (2-(pyrazolo[1,5-a]pyrimidin-3-yl)pyridin-4-amine). The yield is 31.0%. As a reaction SMILES: CC([O-])=O.[K+].CC1(C)C(C)(C)OB([C:14]2[CH:15]=[N:16][N:17]3[CH:22]=[CH:21][CH:20]=[N:19][C:18]=23)O1.Cl[C:25]1[CH:30]=[C:29]([NH2:31])[CH:28]=[CH:27][N:26]=1>O1CCOCC1>[N:16]1[N:17]2[CH:22]=[CH:21][CH:20]=[N:19][C:18]2=[C:14]([C:25]2[CH:30]=[C:29]([NH2:31])[CH:28]=[CH:27][N:26]=2)[CH:15]=1 |f:0.1|. Procedure: A suspension of 10 ml 1,4-dioxane and 8 ml 4N KOAc (5.9 g) with 3-(4,4,5,5-tetramethyl-1,3,2-dioxaborolan-2-yl)pyrazolo[1,5-a]pyrimidine (13 g, 3.68 g) and 2-chloro-4-aminopyridine (3.68 g) was purged with nitrogen for 30 min. Then, to the suspension was added Pd(PPh3)4 (867 mg) and the reaction mixture was heated at 120° C. in microwave for 20 min. Upon cooling, the precipitated solid was filtered and used without further purification (1.0 g, 31% yield).